This data is from the Open Reaction Database (ORD), a public repository of structured organic reaction records. The task is: describe an organic reaction: reactants, conditions, products, and yield Reaction SMILES: [CH3:1][O:2][C:3](=[O:14])[C:4]([NH2:13])([CH3:12])[CH2:5][C:6]1[CH:11]=[CH:10][CH:9]=[CH:8][CH:7]=1.[Cl:15][C:16]1[CH:17]=[C:18]2[C:22](=[CH:23][CH:24]=1)[NH:21][C:20]([C:25](O)=[O:26])=[CH:19]2>ClCCl.CN(C)C=O>[CH3:1][O:2][C:3](=[O:14])[C:4]([NH:13][C:25]([C:20]1[NH:21][C:22]2[C:18]([CH:19]=1)=[CH:17][C:16]([Cl:15])=[CH:24][CH:23]=2)=[O:26])([CH3:12])[CH2:5][C:6]1[CH:11]=[CH:10][CH:9]=[CH:8][CH:7]=1 |f:2.3|. The solvent is ClCCl.CN(C=O)C (dichloromethane dimethylformamide). Reactants: COC(C(CC1=CC=CC=C1)(C)N)=O (Racemic 2-amino-2-methyl-3-phenyl-propionic acid methyl ester), ClC=1C=C2C=C(NC2=CC1)C(=O)O (5-chloro-1H-indole-2-carboxylic acid). Procedure details: Racemic 2-amino-2-methyl-3-phenyl-propionic acid methyl ester (200 mg, 0.87 mmol) and 5-chloro-1H-indole-2-carboxylic acid (170 mg, 0.87 mmol) were coupled according to Procedure A (2:1 dichloromethane/dimethylformamide solvent) and the product purified by chromatography on silica gel eluted with 10% ethyl acetate in hexanes. Yield 286 mg, 89%; HPLC (60/40) 9.63 minutes (85%); TSPMS 371/373 (MH+, 100%); The product is COC(C(CC1=CC=CC=C1)(C)NC(=O)C=1NC2=CC=C(C=C2C1)Cl)=O ((2RS)-[(5-Chloro-1H-indole-2-carbonyl)-amino]-2-methyl-3-phenyl-propionic acid methyl ester). The reactants are C(=O)(O)C1=NN=N[N-]1.[K+] (potassium 5-carboxytetrazol-1-ide), CNCCC1CCN(CC1)C(=O)OCC1=CC(=CC(=C1)Cl)Cl (3,5-Dichlorobenzyl 4-(2-(methylamino)ethyl)piperidine-1-carboxylate). As a reaction SMILES: [C:1]([C:4]1[N-:8][N:7]=[N:6][N:5]=1)(O)=[O:2].[K+].[CH3:10][NH:11][CH2:12][CH2:13][CH:14]1[CH2:19][CH2:18][N:17]([C:20]([O:22][CH2:23][C:24]2[CH:29]=[C:28]([Cl:30])[CH:27]=[C:26]([Cl:31])[CH:25]=2)=[O:21])[CH2:16][CH2:15]1>>[CH3:10][N:11]([CH2:12][CH2:13][CH:14]1[CH2:15][CH2:16][N:17]([C:20]([O:22][CH2:23][C:24]2[CH:25]=[C:26]([Cl:31])[CH:27]=[C:28]([Cl:30])[CH:29]=2)=[O:21])[CH2:18][CH2:19]1)[C:1]([C:4]1[N:8]=[N:7][NH:6][N:5]=1)=[O:2] |f:0.1|. The product is CN(C(=O)C=1N=NNN1)CCC1CCN(CC1)C(=O)OCC1=CC(=CC(=C1)Cl)Cl (3,5-Dichlorobenzyl 4-(2-(N-methyl-2H-tetrazole-5-carboxamido)ethyl)piperidine-1-carboxylate). Reported procedure: The title compound was prepared from potassium 5-carboxytetrazol-1-ide and 3,5-dichlorobenzyl 4-(2-(methylamino)ethyl)piperidine-1-carboxylate (Example 1 step 3) analogously to Example 16; Starting materials: CI, CC(C)=O, Cc1cc(O)ccc1Cl, [K+], [K+], O=C([O-])[O-]. Yields the product COc1ccc(Cl)c(C)c1. Reaction SMILES: [CH3:10][I:11].[CH3:18][C:19](=[O:20])[CH3:21].[CH3:1][c:2]1[cH:3][c:4]([OH:9])[cH:5][cH:6][c:7]1[Cl:8].[K+:12].[K+:13].[O-:14][C:15]([O-:16])=[O:17]>>[CH3:1][c:2]1[cH:3][c:4]([O:9][CH3:15])[cH:5][cH:6][c:7]1[Cl:8]. Starting materials: N1(CCCC1)CC1=NC2=CC=C(C=C2C=C1)N (2-(1-pyrrolidinylmethyl)-6-quinolinylamine), N1=CC=CC=C1 (pyridine), ClC(=O)OC1=CC=C(C=C1)[N+](=O)[O-] (4-nitrophenyl chloroformate), Cl.FC1=CC=C(C=C1)C1CCNCC1 (4-(4-Fluorophenyl)piperidine hydrochloride), [OH-].[Na+] (sodium hydroxide). Solvent: O (water), C(C)(=O)OCC (Ethyl acetate), O1CCCC1 (tetrahydrofuran). Reaction conditions: time 30 minute. Yields the product FC1=CC=C(C=C1)C1CCN(CC1)C(=O)NC=1C=C2C=CC(=NC2=CC1)CN1CCCC1 (4-(4-Fluorophenyl)-N-[2-(1-pyrrolidinylmethyl)-6-quinolinyl]-1-piperidinecarboxamide). Yield: 64.3%. Reaction SMILES: [N:1]1([CH2:6][C:7]2[CH:16]=[CH:15][C:14]3[C:9](=[CH:10][CH:11]=[C:12]([NH2:17])[CH:13]=3)[N:8]=2)[CH2:5][CH2:4][CH2:3][CH2:2]1.N1C=CC=CC=1.Cl[C:25](OC1C=CC([N+]([O-])=O)=CC=1)=[O:26].Cl.[F:38][C:39]1[CH:44]=[CH:43][C:42]([CH:45]2[CH2:50][CH2:49][NH:48][CH2:47][CH2:46]2)=[CH:41][CH:40]=1.[OH-].[Na+]>O1CCCC1.O.C(OCC)(=O)C>[F:38][C:39]1[CH:44]=[CH:43][C:42]([CH:45]2[CH2:46][CH2:47][N:48]([C:25]([NH:17][C:12]3[CH:13]=[C:14]4[C:9](=[CH:10][CH:11]=3)[N:8]=[C:7]([CH2:6][N:1]3[CH2:5][CH2:4][CH2:3][CH2:2]3)[CH:16]=[CH:15]4)=[O:26])[CH2:49][CH2:50]2)=[CH:41][CH:40]=1 |f:3.4,5.6|. Procedure details: To a solution of the 2-(1-pyrrolidinylmethyl)-6-quinolinylamine (500 mg, 2.2 mmol) obtained in Reference Example 9 and pyridine (0.356 ml, 4.4 mmol) in tetrahydrofuran (11 ml) was added 4-nitrophenyl chloroformate (488 mg, 2.42 mmol) under ice-cooling. After stirred for 30 minutes, the reaction solution was concentrated, and dimethyl sulfoxide (11 ml) was added to the residue. 4-(4-Fluorophenyl)piperidine hydrochloride (569 mg, 2.64 mmol) and a 4N aqueous sodium hydroxide solution (0.66 ml) were... The product is CN(C(OC(C)(C)C)=O)C(C)(CCC=O)C (tert-butyl methyl-(2-methyl-5-oxopentan-2-yl)carbamate). Reaction conditions: time 1 hour. Reactants: OCCCC(C)(C)N(C(OC(C)(C)C)=O)C (tert-butyl 5-hydroxy-2-methylpentan-2-yl(methyl)carbamate), C([O-])(O)=O.[Na+] (sodium bicarbonate), CC(=O)OI1(C=2C=CC=CC2C(=O)O1)(OC(=O)C)OC(=O)C (Dess-Martin periodinane). Reagents/catalysts: [O-]S(=O)(=S)[O-].[Na+].[Na+] (Na2S2O3). Reported procedure: To a mixture of 250 mg of 12d and 500 mg of sodium bicarbonate in 3 ml of THF was added 550 mg of Dess-Martin periodinane reagent. After stirring for 1 h the reaction mixture was diluted with water. A few drops of sat. aq. Na2S2O3 solution were added and stirring was prolonged for 5 min. The product was extracted into diethyl ether. The reaction mixture was filtered over decalite, washed once with 1N NaOH, once with water, dried and concentrated. The residue was purified by chromatography over s... The yield is 64.6%. The solvent is O (water), C1CCOC1 (THF). Reaction SMILES: [OH:1][CH2:2][CH2:3][CH2:4][C:5]([N:8]([CH3:16])[C:9](=[O:15])[O:10][C:11]([CH3:14])([CH3:13])[CH3:12])([CH3:7])[CH3:6].C(=O)(O)[O-].[Na+].CC(OI1(OC(C)=O)(OC(C)=O)OC(=O)C2C=CC=CC1=2)=O>C1COCC1.O.[O-]S([O-])(=S)=O.[Na+].[Na+]>[CH3:16][N:8]([C:5]([CH3:7])([CH2:4][CH2:3][CH:2]=[O:1])[CH3:6])[C:9](=[O:15])[O:10][C:11]([CH3:14])([CH3:12])[CH3:13] |f:1.2,6.7.8|. The reactants are ClC=1C=CC2=C(C(=NCC(=N2)NN)C2=C(C=CC=C2F)F)C1 (7-chloro-2-hydrazino-5-(2,6-difluorophenyl)-3H-1,4-benzodiazepine), C(C(=O)C)(=O)OC(C)(C)C (tert.-butyl pyruvate). Yields the product ClC=1C=CC2=C(C(=NCC(=N2)NN=C(C)C(=O)OC(C)(C)C)C2=C(C=CC=C2F)F)C1 (7-chloro-2-[[1-(t-butyoxycarbonyl)ethylidene]hydrazino]-5-(2,6-difluorophenyl)-3H-1,4-benzodiazepine). RXN SMILES: [Cl:1][C:2]1[CH:3]=[CH:4][C:5]2[N:11]=[C:10]([NH:12][NH2:13])[CH2:9][N:8]=[C:7]([C:14]3[C:19]([F:20])=[CH:18][CH:17]=[CH:16][C:15]=3[F:21])[C:6]=2[CH:22]=1.[C:23]([O:28][C:29]([CH3:32])([CH3:31])[CH3:30])(=[O:27])[C:24]([CH3:26])=O>>[Cl:1][C:2]1[CH:3]=[CH:4][C:5]2[N:11]=[C:10]([NH:12][N:13]=[C:24]([C:23]([O:28][C:29]([CH3:32])([CH3:31])[CH3:30])=[O:27])[CH3:26])[CH2:9][N:8]=[C:7]([C:14]3[C:15]([F:21])=[CH:16][CH:17]=[CH:18][C:19]=3[F:20])[C:6]=2[CH:22]=1. Reported procedure: In the manner given in Example 1, 7-chloro-2-hydrazino-5-(2,6-difluorophenyl)-3H-1,4-benzodiazepine can be stirred with tert.-butyl pyruvate to give 7-chloro-2-[[1-(t-butyoxycarbonyl)ethylidene]hydrazino]-5-(2,6-difluorophenyl)-3H-1,4-benzodiazepine. Reactants: BrC=1C=C(C2=C(C=CO2)C1)CO ((5-bromo-benzofuran-7-yl)-methanol). Reagents/catalysts: [O-2].[O-2].[Mn+4] (manganese dioxide). The solvent is O1CCOCC1 (1,4-dioxan). Yields the product BrC=1C=C(C2=C(C=CO2)C1)C=O (5-Bromo-benzofuran-7-carbaldehyde). Yield: 95.3%. As a reaction SMILES: [Br:1][C:2]1[CH:3]=[C:4]([CH2:11][OH:12])[C:5]2[O:9][CH:8]=[CH:7][C:6]=2[CH:10]=1>O1CCOCC1.[O-2].[O-2].[Mn+4]>[Br:1][C:2]1[CH:3]=[C:4]([CH:11]=[O:12])[C:5]2[O:9][CH:8]=[CH:7][C:6]=2[CH:10]=1 |f:2.3.4|. Procedure: A solution of (5-bromo-benzofuran-7-yl)-methanol (327 mg) in 1,4-dioxan (20 ml ) was treated with manganese dioxide (371 mg) and heated at reflux for 2 h. The reaction mixture was filtered, the cake was washed with chloroform (30 ml) and the combined filtrates were evaporated in vacuo to give the title compound as an orange solid (309 mg).